From a dataset of the Open Reaction Database (ORD), a public repository of structured organic reaction records. describe an organic reaction: reactants, conditions, products, and yield Starting materials: C(C1=CC=CC=C1)OC1=CC(N(C=C1)C=1C=C2C=NN(C2=CC1)CCN1CCCC1)=O (4-(benzyloxy)-1-(1-(2-(pyrrolidin-1-yl)ethyl)-1H-indazol-5-yl)pyridin-2(1H)-one), Cl (HCl). Run in C(C)(=O)OCC (ethyl acetate), CCOCC (Et2O). Conditions: time 10 minute. Yields the product Cl.C(C1=CC=CC=C1)OC1=CC(N(C=C1)C=1C=C2C=NN(C2=CC1)CCN1CCCC1)=O (4-(Benzyloxy)-1-(1-(2-(pyrrolidin-1-yl)ethyl)-1H-indazol-5-yl)pyridin-2(1H)-one hydrochloride). As a reaction SMILES: [CH2:1]([O:8][C:9]1[CH:14]=[CH:13][N:12]([C:15]2[CH:16]=[C:17]3[C:21](=[CH:22][CH:23]=2)[N:20]([CH2:24][CH2:25][N:26]2[CH2:30][CH2:29][CH2:28][CH2:27]2)[N:19]=[CH:18]3)[C:11](=[O:31])[CH:10]=1)[C:2]1[CH:7]=[CH:6][CH:5]=[CH:4][CH:3]=1.[ClH:32]>C(OCC)(=O)C.CCOCC>[ClH:32].[CH2:1]([O:8][C:9]1[CH:14]=[CH:13][N:12]([C:15]2[CH:16]=[C:17]3[C:21](=[CH:22][CH:23]=2)[N:20]([CH2:24][CH2:25][N:26]2[CH2:30][CH2:29][CH2:28][CH2:27]2)[N:19]=[CH:18]3)[C:11](=[O:31])[CH:10]=1)[C:2]1[CH:7]=[CH:6][CH:5]=[CH:4][CH:3]=1 |f:4.5|. Procedure: A suspension of 4-(benzyloxy)-1-(1-(2-(pyrrolidin-1-yl)ethyl)-1H-indazol-5-yl)pyridin-2(1H)-one (20 mg, 0.049 mmol) in ethyl acetate (1 mL) was treated with anhydrous HCl in Et2O (0.05 mL, 1.0 M). After stirring for 10 min, the solid was isolated by filtration, washed with Et2O, and dried under vacuum to give the title compound (24 mg, quantitative) as an off-white powder: mp 200-202° C. dec; 1H NMR (500 MHz, DMSO-d6) δ 10.42 (s, 1H), 8.23 (s, 1H), 7.86 (d, J=8.8 Hz, 1H), 7.79 (s, 1H), 7.61 (d, ... The reactants are C1C(C)O1 (propylene oxide), C(C)OC(C(C=C(CCCCCCNC(=O)OCC1=CC=CC=C1)CP(=O)(OC(C)C)OC(C)C)NC=O)=O (10-(N-benzyloxycarbonylamino)-4-diisopropylphosphonomethyl-2-formylamino-dec-3-enoic acid ethyl ester), Congo red, C[Si](Br)(C)C (trimethylbromosilane). Solvent: C(C)O (ethanol), C(C)O (ethanol), ClCCl (dichloromethane). Reaction conditions: time 22 hour. Yields the product C(C)OC(C(C=C(CCCCCCN)CP(=O)(O)O)N)=O (2,10-diamino-4-phosphonomethyl-dec-3-enoic acid ethyl ester). Isolated yield 58.4%. Reaction SMILES: [CH2:1]([O:3][C:4](=[O:39])[CH:5]([NH:36]C=O)[CH:6]=[C:7]([CH2:25][P:26]([O:32]C(C)C)([O:28]C(C)C)=[O:27])[CH2:8][CH2:9][CH2:10][CH2:11][CH2:12][CH2:13][NH:14]C(OCC1C=CC=CC=1)=O)[CH3:2].C[Si](C)(C)Br.C1OC1C>ClCCl.C(O)C>[CH2:1]([O:3][C:4](=[O:39])[CH:5]([NH2:36])[CH:6]=[C:7]([CH2:25][P:26]([OH:28])([OH:32])=[O:27])[CH2:8][CH2:9][CH2:10][CH2:11][CH2:12][CH2:13][NH2:14])[CH3:2]. Procedure details: 8.63 g (15.2 mmol) of 10-(N-benzyloxycarbonylamino)-4-diisopropylphosphonomethyl-2-formylamino-dec-3-enoic acid ethyl ester are dissolved in 22 ml of dichloromethane, and 9.82 ml (75.9 mmol) of trimethylbromosilane are added dropwise at room temperature. The mixture is stirred at room temperature for 22 hours, 22 ml of absolute ethanol are then added dropwise, and the mixture is stirred for a further 22 hours and concentrated by evaporation in a rotary evaporator. 20 ml of toluene are poured ove... Reactants: CCC(Br)CC, Cc1ccc(-c2cccc3[nH]n(C)c(=O)c23)c(C)c1, CN(C)C=O, [H-], [Na+]. Yields the product CCC(CC)n1c2cccc(-c3ccc(C)cc3C)c2c(=O)n1C. As a reaction SMILES: [Br:22][CH:23]([CH2:24][CH3:25])[CH2:26][CH3:27].[CH3:1][c:2]1[c:3](-[c:9]2[c:10]3[c:11](=[O:19])[n:12]([CH3:18])[nH:13][c:14]3[cH:15][cH:16][cH:17]2)[cH:4][cH:5][c:6]([CH3:8])[cH:7]1.[CH3:28][N:29]([CH3:30])[CH:31]=[O:32].[H-:20].[Na+:21]>>[CH3:1][c:2]1[c:3](-[c:9]2[c:10]3[c:11](=[O:19])[n:12]([CH3:18])[n:13]([CH:23]([CH2:24][CH3:25])[CH2:26][CH3:27])[c:14]3[cH:15][cH:16][cH:17]2)[cH:4][cH:5][c:6]([CH3:8])[cH:7]1. The reactants are O (water), C1(CCCC1)N1NC(=C2C1=NC(NC2=O)=S)CC (1-cyclopentyl-3-ethyl-6-(thioxo) pyrazolo[3,4-d]pyrimidin-4-one), CI (methyl iodide), [H-].[Na+] (NaH). Solvent: CN(C)C=O (DMF). Run at time 3 hour. The product is C1(CCCC1)N1NC(=C2C1=NC(=NC2=O)SC)CC (1-cyclopentyl-3-ethyl-6-(methylthio)pyrazolo[3,4-d]pyrimidin-4-one). The yield is 74.2%. RXN SMILES: [CH:1]1([N:6]2[C:10]3=[N:11][C:12](=[S:16])[NH:13][C:14](=[O:15])[C:9]3=[C:8]([CH2:17][CH3:18])[NH:7]2)[CH2:5][CH2:4][CH2:3][CH2:2]1.[H-].[Na+].[CH3:21]I.O>CN(C=O)C>[CH:1]1([N:6]2[C:10]3=[N:11][C:12]([S:16][CH3:21])=[N:13][C:14](=[O:15])[C:9]3=[C:8]([CH2:17][CH3:18])[NH:7]2)[CH2:2][CH2:3][CH2:4][CH2:5]1 |f:1.2|. Reported procedure: Alternatively, the product can be prepared as follows: To a stirred mixture of 1-cyclopentyl-3-ethyl-6-(thioxo) pyrazolo[3,4-d]pyrimidin-4-one (23.4 g, 0.09 mol) in DMF (250 mL) was added NaH (4.0 g, 0.1 mol., 60% dispersion in mineral oil) over 15 minutes. The resulting mixture was cooled in an ice bath, then methyl iodide (6.3 mL, 0.1 mol) was added over 20 minutes and the resulting mixture was stirred for 3 hours. The reaction mixture was poured into water (400 mL) and the precipitate which f... The reactants are FC1=C(C(=O)OCC)C=CC(=C1)C#CC=1C=C2C(=CC(OC2=CC1)(C)C)C1=CC=C(C=C1)CC (ethyl 2-fluoro-4-[[4-(4-ethylphenyl)-2,2-dimethyl-(2H)chromen-6-yl]-ethynyl]-benzoate), FC1=C(C(=O)OCC)C=CC(=C1)C#CC=1C=C2C(=CC(OC2=CC1)(C)C)C1=CC=C(C=C1)CC (ethyl 2-fluoro-4-[[4-(4-ethylphenyl)-2,2-dimethyl-(2H)chromen-6-yl]-ethynyl]-benzoate), [OH-].[Na+] (NaOH), aqueous solution, Cl (HCl). The solvent is C1CCOC1 (THF), CCO (EtOH). Run at temperature 35 celsius, time 8 hour. The product is FC1=C(C(=O)O)C=CC(=C1)C#CC=1C=C2C(=CC(OC2=CC1)(C)C)C1=CC=C(C=C1)CC (2-Fluoro-4-[[4-(4-ethylphenyl)-2,2-dimethyl-(2H)-chromen-6-yl]-ethynyl]-benzoic acid). Isolated yield 91.2%. As a reaction SMILES: [F:1][C:2]1[CH:12]=[C:11]([C:13]#[C:14][C:15]2[CH:16]=[C:17]3[C:22](=[CH:23][CH:24]=2)[O:21][C:20]([CH3:26])([CH3:25])[CH:19]=[C:18]3[C:27]2[CH:32]=[CH:31][C:30]([CH2:33][CH3:34])=[CH:29][CH:28]=2)[CH:10]=[CH:9][C:3]=1[C:4]([O:6]CC)=[O:5].[OH-].[Na+].Cl>C1COCC1.CCO>[F:1][C:2]1[CH:12]=[C:11]([C:13]#[C:14][C:15]2[CH:16]=[C:17]3[C:22](=[CH:23][CH:24]=2)[O:21][C:20]([CH3:26])([CH3:25])[CH:19]=[C:18]3[C:27]2[CH:28]=[CH:29][C:30]([CH2:33][CH3:34])=[CH:31][CH:32]=2)[CH:10]=[CH:9][C:3]=1[C:4]([OH:6])=[O:5] |f:1.2|. Reported procedure: To a solution of ethyl 2-fluoro-4-[[4-(4-ethylphenyl)-2,2-dimethyl-(2H)chromen-6-yl]-ethynyl]-benzoate (Compound 273, 82.0 mg, 0.180 mmol) in 2.0 mL THF and 2.0 mL EtOH was added NaOH (120.0 mg, 3.0 mmol, 3.0 mL of a 1M aqueous solution). The resulting solution was heated to 35° C., cooled to room temperature and stirred overnight. The reaction mixture was acidified with 10% aqueous HCl and extracted with EtOAc. The combined organic layers were washed with H2O, saturated aqueous NaCl, and dried ... Starting materials: NCC(=O)O (glycine), COC(CNC1=CC(=CC=C1)CF)=O (N-[3-(Fluoromethyl)phenyl]glycine methyl ester), N(=O)[O-].[Na+] (Sodium nitrite), NCC(=O)O (glycine). Reagents/catalysts: [Zn] (Zinc). Solvent: O (water), O (water), C(C)(=O)O (acetic acid), O (water). Run at time 1 hour. Yields the product FCC=1C=C(C=CC1)N(N)CC(=O)OC (Methyl [1-[3-(Fluoromethyl)phenyl]hydrazino]acetate). Reaction SMILES: [NH2:1]CC(O)=O.[CH3:6][O:7][C:8](=[O:19])[CH2:9][NH:10][C:11]1[CH:16]=[CH:15][CH:14]=[C:13]([CH2:17][F:18])[CH:12]=1.N([O-])=O.[Na+]>C(O)(=O)C.O.[Zn]>[F:18][CH2:17][C:13]1[CH:12]=[C:11]([N:10]([CH2:9][C:8]([O:7][CH3:6])=[O:19])[NH2:1])[CH:16]=[CH:15][CH:14]=1 |f:2.3|. Reported procedure: The glycine (Intermediate 54, 1 g, 5.1 mmol) was dissolved in acetic acid (10 ml) and water (1 ml) and cooled to ~5° C. Sodium nitrite (0.37 g, 5.4 mmol) in water (1.3 ml) was added to the glycine solution dropwise, maintaining the temperature at or below 5° C. The reaction was stirred at this temperature for 1 h. Zinc (1.33 g, 20.3 mmol) was then added slowly to the reaction keeping the temperature below 4° C., and the reaction was stirred for 1 h. The reaction mixture was poured into water (10...